From a dataset of the Open Reaction Database (ORD), a public repository of structured organic reaction records. describe an organic reaction: reactants, conditions, products, and yield Starting materials: Cc1ccc(N2CCN(S(=O)(=O)c3ccc(Br)cc3)CC2)cc1, O=C([O-])[O-], CC(=O)[O-], COc1ccnc(CCc2nc3cc(I)cnc3[nH]2)c1, [Cl-], [K+], [K+], [K+], [Li+], C1COCCO1, O, [Pd], c1ccc(P(c2ccccc2)c2ccccc2)cc1, c1ccc(P(c2ccccc2)c2ccccc2)cc1, c1ccc(P(c2ccccc2)c2ccccc2)cc1, c1ccc(P(c2ccccc2)c2ccccc2)cc1. Yields the product COc1ccnc(CCc2nc3cc(-c4ccc(S(=O)(=O)N5CCN(c6ccc(C)cc6)CC5)cc4)cnc3[nH]2)c1. Reaction SMILES: [Br:1][c:2]1[cH:3][cH:4][c:5]([S:8](=[O:9])(=[O:10])[N:11]2[CH2:12][CH2:13][N:14]([c:17]3[cH:18][cH:19][c:20]([CH3:23])[cH:21][cH:22]3)[CH2:15][CH2:16]2)[cH:6][cH:7]1.[C:49](=[O:50])([O-:51])[O-:52].[CH3:25][C:26](=[O:27])[O-:28].[CH3:29][O:30][c:31]1[cH:32][c:33]([CH2:37][CH2:38][c:39]2[n:40][c:41]3[c:42]([n:43][cH:44][c:45]([I:47])[cH:46]3)[nH:48]2)[n:34][cH:35][cH:36]1.[Cl-:56].[K+:24].[K+:53].[K+:54].[Li+:55].[O:57]1[CH2:58][CH2:59][O:60][CH2:61][CH2:62]1.[OH2:63].[Pd:64].[c:103]1([P:104]([c:105]2[cH:106][cH:107][cH:108][cH:109][cH:110]2)[c:111]2[cH:112][cH:113][cH:114][cH:115][cH:116]2)[cH:117][cH:118][cH:119][cH:120][cH:121]1.[c:122]1([P:123]([c:124]2[cH:125][cH:126][cH:127][cH:128][cH:129]2)[c:130]2[cH:131][cH:132][cH:133][cH:134][cH:135]2)[cH:136][cH:137][cH:138][cH:139][cH:140]1.[c:65]1([P:66]([c:67]2[cH:68][cH:69][cH:70][cH:71][cH:72]2)[c:73]2[cH:74][cH:75][cH:76][cH:77][cH:78]2)[cH:79][cH:80][cH:81][cH:82][cH:83]1.[c:84]1([P:85]([c:86]2[cH:87][cH:88][cH:89][cH:90][cH:91]2)[c:92]2[cH:93][cH:94][cH:95][cH:96][cH:97]2)[cH:98][cH:99][cH:100][cH:101][cH:102]1>>[c:2]1(-[c:45]2[cH:44][n:43][c:42]3[c:41]([n:40][c:39]([CH2:38][CH2:37][c:33]4[cH:32][c:31]([O:30][CH3:29])[cH:36][cH:35][n:34]4)[nH:48]3)[cH:46]2)[cH:3][cH:4][c:5]([S:8](=[O:9])(=[O:10])[N:11]2[CH2:12][CH2:13][N:14]([c:17]3[cH:18][cH:19][c:20]([CH3:23])[cH:21][cH:22]3)[CH2:15][CH2:16]2)[cH:6][cH:7]1. The reactants are three-mouth, ClC1=NC(=C2NC=NC2=N1)Cl (2,6-dichloropurine), C(C)(=O)OCC (ethyl acetate), pyridinium salt, acid, C1(CC1)N (cyclopropylamine), O1CCCC=C1 (2,3-dihydropyrane). The solvent is C(C)N(CC)CC (Triethylamine). Run at time 30 minute. Product: ClC1=NC(=C2N=CN(C2=N1)C1OCCCC1)NC1CC1 (2-choro-N-cyclopropyl-9-(tetrahydro-2H-pyran-2-yl)-9H-purine-6-amine). Reaction SMILES: [Cl:1][C:2]1[N:10]=[C:9]2[C:5]([NH:6][CH:7]=[N:8]2)=[C:4](Cl)[N:3]=1.C(OCC)(=O)C.[O:18]1[CH:23]=[CH:22][CH2:21][CH2:20][CH2:19]1.[CH:24]1([NH2:27])[CH2:26][CH2:25]1>C(N(CC)CC)C>[Cl:1][C:2]1[N:10]=[C:9]2[C:5]([N:6]=[CH:7][N:8]2[CH:23]2[CH2:22][CH2:21][CH2:20][CH2:19][O:18]2)=[C:4]([NH:27][CH:24]2[CH2:26][CH2:25]2)[N:3]=1. Procedure details: In a 3000 ml three-mouth bottle, 2,6-dichloropurine (300 g), ethyl acetate (1500 ml), pyridinium salt of paratoluenesulfonic acid (3 g) are mixed. The above mixture is stirred and heated to a temperature of 35° C., 2,3-dihydropyrane (360 ml) is added thereto within 30 min. The above mixture is reacted at 50˜60° C. for 5 h. The completion of reaction is checked with TCL analysis. Triethylamine (240 ml) is added to the bottle, and cyclopropylamine (204 ml) is added thereto under refluxing within 3...